This data is from the Open Reaction Database (ORD), a public repository of structured organic reaction records. The task is: describe an organic reaction: reactants, conditions, products, and yield The reactants are C(C)OC(CCCCOCC12CC3CC(CC(C1)C3)C2)OCC (1-(5,5-diethoxypentyloxymethyl)-adamantane), Cl (HCl). The solvent is CC(=O)C (acetone). The product is C12(CC3CC(CC(C1)C3)C2)COCCCCC=O (5-(adamantan-1-yl-methoxy)-pentanal). As a reaction SMILES: C([O:3][CH:4](OCC)[CH2:5][CH2:6][CH2:7][CH2:8][O:9][CH2:10][C:11]12[CH2:20][CH:15]3[CH2:16][CH:17]([CH2:19][CH:13]([CH2:14]3)[CH2:12]1)[CH2:18]2)C.Cl>CC(C)=O>[C:11]12([CH2:10][O:9][CH2:8][CH2:7][CH2:6][CH2:5][CH:4]=[O:3])[CH2:20][CH:15]3[CH2:16][CH:17]([CH2:19][CH:13]([CH2:14]3)[CH2:12]1)[CH2:18]2. Procedure details: A mixture of the appropriate acetal 5, 6, (0.2 mmol) in 3 ml acetone and 1 ml 5% HCl was stirred at rt for 1h. Evaporation of the acetone, extraction of the residue with ether (3×7ml), drying on Na2SO4 and evaporation yielded the aldehyde (quant.) used for the next step without further purification. Reactants: CCCCc1nn(-c2ccc(CCN(C(=O)[O-])S(=O)(=O)c3ccc(C)cc3)cc2)c(C)c1-c1ccccc1, CO, [Na+], [OH-]. Yields the product CCCCc1nn(-c2ccc(CCN(C(=O)[O-])S(=O)(=O)c3ccc(C)cc3)cc2)c(C)c1-c1ccccc1, [Na+]. As a reaction SMILES: [CH2:1]([CH2:2][CH2:3][CH3:4])[c:5]1[n:6][n:7](-[c:17]2[cH:18][cH:19][c:20]([CH2:23][CH2:24][N:25]([C:26]([O-:27])=[O:28])[S:29](=[O:30])(=[O:31])[c:32]3[cH:33][cH:34][c:35]([CH3:38])[cH:36][cH:37]3)[cH:21][cH:22]2)[c:8]([CH3:16])[c:9]1-[c:10]1[cH:11][cH:12][cH:13][cH:14][cH:15]1.[CH3:41][OH:42].[Na+:40].[OH-:39]>>[CH2:1]([CH2:2][CH2:3][CH3:4])[c:5]1[n:6][n:7](-[c:17]2[cH:18][cH:19][c:20]([CH2:23][CH2:24][N:25]([C:26](=[O:27])[O-:28])[S:29](=[O:30])(=[O:31])[c:32]3[cH:33][cH:34][c:35]([CH3:38])[cH:36][cH:37]3)[cH:21][cH:22]2)[c:8]([CH3:16])[c:9]1-[c:10]1[cH:11][cH:12][cH:13][cH:14][cH:15]1.[Na+:40].